This data is from the Open Reaction Database (ORD), a public repository of structured organic reaction records. The task is: describe an organic reaction: reactants, conditions, products, and yield Starting materials: Cl (hydrochloric acid), ClC(=O)OCC1=CC=CC=C1 (benzyl chloroformate), ClC=1C=C(CN2C(C3(C4=CC=CC=C24)NC(NC3=O)=O)=O)C=CC1Cl (1'-(3,4-dichlorobenzyl)-spiro[imidazolidine-4,3'-indoline]-2,2',5-trione), C([O-])([O-])=O.[Na+].[Na+] (sodium carbonate). Run in COCCOC (1,2 dimethoxyethane), COCCOC (1,2 dimethoxyethane). Run at time 72 hour. Product: C(C1=CC=CC=C1)OC(=O)N1C(NC(C12C(N(C1=CC=CC=C21)CC2=CC(=C(C=C2)Cl)Cl)=O)=O)=O (3-benzyloxycarbonyl-1'-(3,4-dichlorobenzyl)-spiro[imidazolidine-4,3'-indoline]-2,2',5-trione). The yield is 64.8%. As a reaction SMILES: Cl[C:2]([O:4][CH2:5][C:6]1[CH:11]=[CH:10][CH:9]=[CH:8][CH:7]=1)=[O:3].[Cl:12][C:13]1[CH:14]=[C:15]([CH:33]=[CH:34][C:35]=1[Cl:36])[CH2:16][N:17]1[C:25]2[C:20](=[CH:21][CH:22]=[CH:23][CH:24]=2)[C:19]2([C:29](=[O:30])[NH:28][C:27](=[O:31])[NH:26]2)[C:18]1=[O:32].C(=O)([O-])[O-].[Na+].[Na+].Cl>COCCOC>[CH2:5]([O:4][C:2]([N:26]1[C:19]2([C:20]3[C:25](=[CH:24][CH:23]=[CH:22][CH:21]=3)[N:17]([CH2:16][C:15]3[CH:33]=[CH:34][C:35]([Cl:36])=[C:13]([Cl:12])[CH:14]=3)[C:18]2=[O:32])[C:29](=[O:30])[NH:28][C:27]1=[O:31])=[O:3])[C:6]1[CH:11]=[CH:10][CH:9]=[CH:8][CH:7]=1 |f:2.3.4|. Procedure details: A solution of benzyl chloroformate (7.6 g.) in 1,2 dimethoxyethane (50 ml.) was added dropwise to a stirred mixture of 1'-(3,4-dichlorobenzyl)-spiro[imidazolidine-4,3'-indoline]-2,2',5-trione (7.4 g.) and sodium carbonate (8 g.) in 1,2 dimethoxyethane (200 ml.). When the addition was completed the mixture was stirred for 72 hours and then evaporated. The residual solid was dissolved in warm water (300 ml.) and the solution obtained was carefully acidified (concentrated hydrochloric acid) and the... Reactants: ClC1=NC=C(C(=O)NC2=CC=C(C=C2)OC)C=C1 (6-chloro-N-(4-methoxyphenyl)nicotinamide), ClC1=NC=C(C(=O)NC2=CC=C(C=C2)OC)C=C1 (6-chloro-N-(4-methoxyphenyl)nicotinamide), C1(CC1)NC(C1=CC(=C(C=C1)C)B1OC(C(O1)(C)C)(C)C)=O (N-cyclopropyl-4-methyl-3-(4,4,5,5-tetramethyl-[1,3,2]dioxaborolan-2-yl)-benzamide), C1(CC1)NC(C1=CC(=C(C=C1)C)B1OC(C(O1)(C)C)(C)C)=O (N-cyclopropyl-4-methyl-3-(4,4,5,5-tetramethyl-[1,3,2]dioxaborolan-2-yl)-benzamide). Yields the product C1(CC1)NC(=O)C=1C=CC(=C(C1)C1=NC=C(C(=O)NC2=CC=C(C=C2)OC)C=C1)C (6-[5-Cyclopropylcarbamoyl-2-methyl-phenyl]-N-(4-methoxyphenyl)-nicotinamide). RXN SMILES: Cl[C:2]1[CH:18]=[CH:17][C:5]([C:6]([NH:8][C:9]2[CH:14]=[CH:13][C:12]([O:15][CH3:16])=[CH:11][CH:10]=2)=[O:7])=[CH:4][N:3]=1.[CH:19]1([NH:22][C:23](=[O:40])[C:24]2[CH:29]=[CH:28][C:27]([CH3:30])=[C:26](B3OC(C)(C)C(C)(C)O3)[CH:25]=2)[CH2:21][CH2:20]1>>[CH:19]1([NH:22][C:23]([C:24]2[CH:29]=[CH:28][C:27]([CH3:30])=[C:26]([C:2]3[CH:18]=[CH:17][C:5]([C:6]([NH:8][C:9]4[CH:14]=[CH:13][C:12]([O:15][CH3:16])=[CH:11][CH:10]=4)=[O:7])=[CH:4][N:3]=3)[CH:25]=2)=[O:40])[CH2:20][CH2:21]1. Reported procedure: 6-[5-Cyclopropylcarbamoyl-2-methyl-phenyl]-N-(4-methoxyphenyl)-nicotinamide was prepared from 6-chloro-N-(4-methoxyphenyl)nicotinamide (Intermediate 2) and N-cyclopropyl-4-methyl-3-(4,4,5,5-tetramethyl-[1,3,2]dioxaborolan-2-yl)-benzamide (Intermediate 8) using General Method B. LCMS: retention time 2.96 min, MH+ 402.